From a dataset of the Open Reaction Database (ORD), a public repository of structured organic reaction records. describe an organic reaction: reactants, conditions, products, and yield The reactants are [F-].C(CCC)[N+](CCCC)(CCCC)CCCC (Tetra-butylammonium fluoride), C(C)(C)(C)OC(NC1=CC(=C(C=C1)C[Si](C)(C)C)[N+](=O)[O-])=O ((3-nitro-4-trimethylsilanylmethyl-phenyl)-carbamic acid tert-butyl ester), IC1=CC=NC(=C1C=O)OC (4-iodo-2-methoxynicotinaldehyde). The solvent is C1CCOC1 (THF). The product is C(C)(C)(C)OC(NC1=CC(=C(C=C1)CC(C=1C(=NC=CC1I)OC)O)[N+](=O)[O-])=O ({4-[2-hydroxy-2-(4-iodo-2-methoxy-pyridin-3-yl)-ethyl]-3-nitro-phenyl}-carbamic acid tert-butyl ester). As a reaction SMILES: [F-].C([N+](CCCC)(CCCC)CCCC)CCC.[C:19]([O:23][C:24](=[O:40])[NH:25][C:26]1[CH:31]=[CH:30][C:29]([CH2:32][Si](C)(C)C)=[C:28]([N+:37]([O-:39])=[O:38])[CH:27]=1)([CH3:22])([CH3:21])[CH3:20].[I:41][C:42]1[C:47]([CH:48]=[O:49])=[C:46]([O:50][CH3:51])[N:45]=[CH:44][CH:43]=1>C1COCC1>[C:19]([O:23][C:24](=[O:40])[NH:25][C:26]1[CH:31]=[CH:30][C:29]([CH2:32][CH:48]([OH:49])[C:47]2[C:46]([O:50][CH3:51])=[N:45][CH:44]=[CH:43][C:42]=2[I:41])=[C:28]([N+:37]([O-:39])=[O:38])[CH:27]=1)([CH3:22])([CH3:21])[CH3:20] |f:0.1|. Procedure: The resultant (3-nitro-phenyl)-carbamic acid tert-butyl ester 2 can then be placed into solution with THF and reacted with ((trimethylsilyl)methyl)magnesiumchloride. A solution of 2,3-dichloro-5,6-dicyano-1,4-benzoquinone in THF can then be added and allowed to react under conditions known to a skilled artisan to afford (3-nitro-4-trimethylsilanylmethyl-phenyl)-carbamic acid tert-butyl ester 3. Tetra-butylammonium fluoride can then be added to a solution of ester 3 and 4-iodo-2-methoxynicotinald... Starting materials: C(C)(C)(C)OC(=O)NC[C@@H]1CN(CC1)CCCCCN (5-((3R)-3-tert-Butoxycarbonylaminomethylpyrrolidin-1-yl)pentylamine), C1=CC=C(C=C1)S(=O)(=O)Cl (4-benzenesulfonyl chloride), NC1=CC(=C(C(=O)O)C=C1Cl)OC (4-amino-5-chloro-2-methoxybenzoic acid). Yields the product NC1=CC(=C(C(=O)NC[C@@H]2CN(CC2)CCCCCNS(=O)(=O)C2=CC=CC=C2)C=C1Cl)OC (4-amino-N-((3R)-1-(5-benzenesulfonylaminopentyl)pyrrolidin-3-ylmethyl)-5-chloro-2-methoxybenzamide). RXN SMILES: C(O[C:6]([NH:8][CH2:9][C@H:10]1[CH2:14][CH2:13][N:12]([CH2:15][CH2:16][CH2:17][CH2:18][CH2:19][NH2:20])[CH2:11]1)=[O:7])(C)(C)C.[CH:21]1[CH:26]=[CH:25][C:24]([S:27](Cl)(=[O:29])=[O:28])=[CH:23][CH:22]=1.[NH2:31][C:32]1[C:40]([Cl:41])=[CH:39][C:35](C(O)=O)=[C:34]([O:42][CH3:43])[CH:33]=1>>[NH2:31][C:32]1[C:40]([Cl:41])=[CH:39][C:35]([C:6]([NH:8][CH2:9][C@H:10]2[CH2:14][CH2:13][N:12]([CH2:15][CH2:16][CH2:17][CH2:18][CH2:19][NH:20][S:27]([C:24]3[CH:25]=[CH:26][CH:21]=[CH:22][CH:23]=3)(=[O:29])=[O:28])[CH2:11]2)=[O:7])=[C:34]([O:42][CH3:43])[CH:33]=1. Procedure: 5-((3R)-3-tert-Butoxycarbonylaminomethylpyrrolidin-1-yl)pentylamine (1.00 g) as starting compound was reacted and treated in the same manner as in Example 1 using 4-benzenesulfonyl chloride (0.49 ml) and 4-amino-5-chloro-2-methoxybenzoic acid (0.70 g) to give 4-amino-N-((3R)-1-(5-benzenesulfonylaminopentyl)pyrrolidin-3-ylmethyl)-5-chloro-2-methoxybenzamide. Reactants: BrCc1ccc2ccccc2c1, O=C([O-])[O-], CN(C)C=O, [K+], [K+], Oc1cccc(I)c1. Yields the product Ic1cccc(OCc2ccc3ccccc3c2)c1. As a reaction SMILES: [Br:1][CH2:2][c:3]1[cH:4][c:5]2[cH:6][cH:7][cH:8][cH:9][c:10]2[cH:11][cH:12]1.[C:21](=[O:22])([O-:23])[O-:24].[CH3:27][N:28]([CH3:29])[CH:30]=[O:31].[K+:25].[K+:26].[OH:13][c:14]1[cH:15][cH:16][cH:17][c:18]([I:19])[cH:20]1>>[CH2:2]([c:3]1[cH:4][c:5]2[cH:6][cH:7][cH:8][cH:9][c:10]2[cH:11][cH:12]1)[O:13][c:14]1[cH:15][cH:16][cH:17][c:18]([I:19])[cH:20]1. Starting materials: O1CCCC1 (tetrahydrofuran), CS(=O)C (dimethylsulfoxide), O1CCCC1 (tetrahydrofuran), C1=CC=CC=2C3=CC=CC=C3C(C12)COC(=O)N1[C@@H](COC[C@@H]1CO)C1=CC(=C(C=C1)F)F ((3R,5S)-3-(3,4-difluorophenyl)-5-hydroxymethylmorpholine-4-carboxylic acid 9H-fluorene-9-ylmethyl ester), C(C(=O)Cl)(=O)Cl (oxalyl chloride), resultant solution. The solvent is C(C)N(CC)CC (triethylamine), [Cl-].[NH4+] (ammonium chloride). Run at temperature -78 celsius, time 30 minute. Product: C1=CC=CC=2C3=CC=CC=C3C(C12)COC(=O)N1[C@@H](COC[C@@H]1C(C)O)C1=CC(=C(C=C1)F)F ((3R,5R)-3-(3,4-difluorophenyl)-5-(1-hydroxyethyl)morpholine-4-carboxylic acid 9H-fluorene-9-ylmethyl ester). As a reaction SMILES: O1CCCC1.CS(C)=O.[C:10](Cl)(=[O:14])[C:11](Cl)=O.[CH:16]1[C:28]2[CH:27]([CH2:29][O:30][C:31]([N:33]3[C@@H:38](CO)[CH2:37][O:36][CH2:35][C@H:34]3[C:41]3[CH:46]=[CH:45][C:44]([F:47])=[C:43]([F:48])[CH:42]=3)=[O:32])[C:26]3[C:21](=[CH:22][CH:23]=[CH:24][CH:25]=3)[C:20]=2[CH:19]=[CH:18][CH:17]=1>[Cl-].[NH4+].C(N(CC)CC)C>[CH:25]1[C:26]2[CH:27]([CH2:29][O:30][C:31]([N:33]3[C@@H:38]([CH:10]([OH:14])[CH3:11])[CH2:37][O:36][CH2:35][C@H:34]3[C:41]3[CH:46]=[CH:45][C:44]([F:47])=[C:43]([F:48])[CH:42]=3)=[O:32])[C:28]3[C:20](=[CH:19][CH:18]=[CH:17][CH:16]=3)[C:21]=2[CH:22]=[CH:23][CH:24]=1 |f:4.5|. Procedure details: Under a nitrogen atmosphere, a tetrahydrofuran (35 mL) solution containing dimethylsulfoxide (530 μL) was cooled to −78° C. To the reaction solution was then dropwise added oxalyl chloride (608 μL), and this solution was stirred at the same temperature for 5 minutes. A solution of tetrahydrofuran (25 mL) containing (3R,5S)-3-(3,4-difluorophenyl)-5-hydroxymethylmorpholine-4-carboxylic acid 9H-fluorene-9-ylmethyl ester (2.5 g) was then dropwise added thereto, and the solution was stirred at the sa... Starting materials: BrC1=CC(=C(C(=O)N(C)OC)C=C1)Cl (4-bromo-2-chloro-N-methoxy-N-methylbenzamide), C[Mg+].[Br-] (MeMgBr), C[Mg]Br (methylmagnesium bromide), C(C)OCC (diethyl ether). Run in C1CCOC1 (THF). Yields the product BrC1=CC(=C(C=C1)C(C)=O)Cl (1-(4-bromo-2-chlorophenyl)ethanone). RXN SMILES: [Br:1][C:2]1[CH:13]=[CH:12][C:5]([C:6](N(OC)C)=[O:7])=[C:4]([Cl:14])[CH:3]=1.[CH3:15][Mg]Br.C(OCC)C>C1COCC1>[Br:1][C:2]1[CH:13]=[CH:12][C:5]([C:6](=[O:7])[CH3:15])=[C:4]([Cl:14])[CH:3]=1. Procedure: To a stirring solution of 4-bromo-2-chloro-N-methoxy-N-methylbenzamide (890 mg, 3195 μmol) in THF (10 mL) at −5° C. under nitrogen was slowly added methylmagnesium bromide 3.0 m in diethyl ether (1278 μl, 3834 μmol). After 30 min another 1.3 mL (3.8 mmol; 1.2 eq) of MeMgBr added at 23° C. After an additional hour, LCMS suggests 95% conversion. Reaction quenched with sat NH4Cl (10 mL) and resulting white cake washed repeatedly with diethyl ether. Combined organics washed with water and sat NaCl t...